Dataset: the Open Reaction Database (ORD), a public repository of structured organic reaction records. Task: describe an organic reaction: reactants, conditions, products, and yield Starting materials: C=1(C(=CC=CC1)S(=O)(=O)Cl)C (toluenesulfonyl chloride), C(C1=CC=CC=C1)(=O)NNC(=O)C1CCN(CC1)C(=O)OC(C)(C)C (tert-butyl 4-[(2-benzoylhydrazino)carbonyl]piperidine-1-carboxylate), C1CCOC1 (THF). The solvent is C(C)N(CC)CC (triethylamine). Run at temperature 50 celsius, time 8 hour. Product: C1(=CC=CC=C1)C1=NN=C(O1)C1CCN(CC1)C(=O)OC(C)(C)C (tert-butyl 4-(5-phenyl-1,3,4-oxadiazol-2-yl)piperidine-1-carboxylate). Isolated yield 99.8%. Reaction SMILES: [C:1]([NH:9][NH:10][C:11]([CH:13]1[CH2:18][CH2:17][N:16]([C:19]([O:21][C:22]([CH3:25])([CH3:24])[CH3:23])=[O:20])[CH2:15][CH2:14]1)=[O:12])(=O)[C:2]1[CH:7]=[CH:6][CH:5]=[CH:4][CH:3]=1.C1COCC1.C1(C)C(S(Cl)(=O)=O)=CC=CC=1>C(N(CC)CC)C>[C:2]1([C:1]2[O:12][C:11]([CH:13]3[CH2:18][CH2:17][N:16]([C:19]([O:21][C:22]([CH3:25])([CH3:24])[CH3:23])=[O:20])[CH2:15][CH2:14]3)=[N:10][N:9]=2)[CH:7]=[CH:6][CH:5]=[CH:4][CH:3]=1. Procedure details: To a mixture of tert-butyl 4-[(2-benzoylhydrazino)carbonyl]piperidine-1-carboxylate (3.00 g) and THF (60 mL) were added triethylamine (7.2 mL) and toluenesulfonyl chloride (4.94 g), followed by stirring at 50° C. overnight. The reaction liquid was concentrated under reduced pressure, and the residue was purified by silica gel column chromatography (hexane/ethyl acetate=95/5 to 80/20) to obtain tert-butyl 4-(5-phenyl-1,3,4-oxadiazol-2-yl)piperidine-1-carboxylate (2.84 g) as a colorless oily sub s... The reactants are ClC=1C=C(C=CC1Cl)[C@@H](CN(C(=O)C1=CC(=CC2=CC=CC=C12)C#N)C)CC=O (N-[2-(S)-(3,4-dichlorophenyl)-4-oxobutyl]-N-methyl-3-cyano-1-naphthamide), hydrochloride salt, CS(=O)(=O)C1=C(C=CC(=C1)OC)C1CCNCC1 (4-(2-methylsulfonyl-4-methoxyphenyl)piperidine), product. The product is Cl.ClC=1C=C(C=CC1Cl)[C@@H](CN(C(=O)C1=CC(=CC2=CC=CC=C12)C#N)C)CCN1CCC(CC1)C1=C(C=C(C=C1)OC)S(=O)(=O)C (N-[2-(S)-(3,4-Dichlorophenyl)-4-[4-[2-(methylsulfonyl)-4-methoxyphenyl]-1-piperidinyl]-butyl]-N-methyl-3-cyano-1-naphthamide Hydrochloride). Reaction SMILES: [Cl:1][C:2]1[CH:3]=[C:4]([C@H:9]([CH2:27][CH:28]=O)[CH2:10][N:11]([CH3:26])[C:12]([C:14]2[C:23]3[C:18](=[CH:19][CH:20]=[CH:21][CH:22]=3)[CH:17]=[C:16]([C:24]#[N:25])[CH:15]=2)=[O:13])[CH:5]=[CH:6][C:7]=1[Cl:8].[CH3:30][S:31]([C:34]1[CH:39]=[C:38]([O:40][CH3:41])[CH:37]=[CH:36][C:35]=1[CH:42]1[CH2:47][CH2:46][NH:45][CH2:44][CH2:43]1)(=[O:33])=[O:32]>>[ClH:1].[Cl:1][C:2]1[CH:3]=[C:4]([C@H:9]([CH2:27][CH2:28][N:45]2[CH2:44][CH2:43][CH:42]([C:35]3[CH:36]=[CH:37][C:38]([O:40][CH3:41])=[CH:39][C:34]=3[S:31]([CH3:30])(=[O:33])=[O:32])[CH2:47][CH2:46]2)[CH2:10][N:11]([CH3:26])[C:12]([C:14]2[C:23]3[C:18](=[CH:19][CH:20]=[CH:21][CH:22]=3)[CH:17]=[C:16]([C:24]#[N:25])[CH:15]=2)=[O:13])[CH:5]=[CH:6][C:7]=1[Cl:8] |f:2.3|. Reported procedure: Using standard reductive amination conditions N-[2-(S)-(3,4-dichlorophenyl)-4-oxobutyl]-N-methyl-3-cyano-1-naphthamide (0.130 g) was reacted with 4-(2-methylsulfonyl-4-methoxyphenyl)piperidine (0.082 g) and the product (0.074 g) was converted to the hydrochloride salt. MS m/z 678 (M+H). 1H NMR (DMSO-d6) δ 10.57 (m, 1H), 8.62 (m, 1H), 8.10 (m, 1H), 7.95-7.00 (m, 10H), 3.83 (s, 3H), 3.32 (s, 3H), 3.64-1.65 (m, 19H).